Dataset: the Open Reaction Database (ORD), a public repository of structured organic reaction records. Task: describe an organic reaction: reactants, conditions, products, and yield Reactants: C1CCOC1, CCC(C(c1ccc2nc(NCc3cccc(C(=O)OC)c3)sc2c1)n1ccnc1)N(C)C, Cl, [Li+], [OH-], O. Yields the product CCC(C(c1ccc2nc(NCc3cccc(C(=O)O)c3)sc2c1)n1ccnc1)N(C)C. RXN SMILES: [CH2:37]1[O:38][CH2:39][CH2:40][CH2:41]1.[CH3:1][N:2]([CH:3]([CH:4]([n:5]1[cH:6][n:7][cH:8][cH:9]1)[c:10]1[cH:11][c:12]2[c:13]([n:14][c:15]([NH:17][CH2:18][c:19]3[cH:20][c:21]([C:22](=[O:23])[O:24][CH3:25])[cH:26][cH:27][cH:28]3)[s:16]2)[cH:29][cH:30]1)[CH2:31][CH3:32])[CH3:33].[ClH:36].[Li+:35].[OH-:34].[OH2:42]>>[CH3:1][N:2]([CH:3]([CH:4]([n:5]1[cH:6][n:7][cH:8][cH:9]1)[c:10]1[cH:11][c:12]2[c:13]([n:14][c:15]([NH:17][CH2:18][c:19]3[cH:20][c:21]([C:22](=[O:23])[OH:24])[cH:26][cH:27][cH:28]3)[s:16]2)[cH:29][cH:30]1)[CH2:31][CH3:32])[CH3:33]. The reactants are CCOC(=O)CBr, O=C([O-])[O-], N#Cc1cccnc1, [K+], [K+], C1CCOC1, [Zn]. The product is CCOC(=O)C=C(N)c1cccnc1. Reaction SMILES: [Br:1][CH2:2][C:3](=[O:4])[O:5][CH2:6][CH3:7].[C:16](=[O:17])([O-:18])[O-:19].[C:8](#[N:9])[c:10]1[cH:11][n:12][cH:13][cH:14][cH:15]1.[K+:20].[K+:21].[O:22]1[CH2:23][CH2:24][CH2:25][CH2:26]1.[Zn:27]>>[CH:2]([C:3](=[O:4])[O:5][CH2:6][CH3:7])=[C:8]([NH2:9])[c:10]1[cH:11][n:12][cH:13][cH:14][cH:15]1. Starting materials: C1COCCO1, O, CCOC(=O)C(C)c1ccc(C(O)C2CCSC2=O)cc1, O=S(=O)(O)O. Yields the product CC(C(=O)O)c1ccc(C(O)C2CCSC2=O)cc1. As a reaction SMILES: [CH2:28]1[O:29][CH2:30][CH2:31][O:32][CH2:33]1.[OH2:27].[OH:1][CH:2]([c:3]1[cH:4][cH:5][c:6]([CH:9]([C:10](=[O:11])[O:12][CH2:13][CH3:14])[CH3:15])[cH:7][cH:8]1)[CH:16]1[C:17](=[O:21])[S:18][CH2:19][CH2:20]1.[S:22](=[O:23])(=[O:24])([OH:25])[OH:26]>>[OH:1][CH:2]([c:3]1[cH:4][cH:5][c:6]([CH:9]([C:10](=[O:11])[OH:12])[CH3:15])[cH:7][cH:8]1)[CH:16]1[C:17](=[O:21])[S:18][CH2:19][CH2:20]1. Starting materials: BrCc1ccccc1, O=C([O-])O, CCC(C)=O, [K+], O=c1c2c(nc3c(O)cccn13)CCC2. The product is O=c1c2c(nc3c(OCc4ccccc4)cccn13)CCC2. As a reaction SMILES: [Br:21][CH2:22][c:23]1[cH:24][cH:25][cH:26][cH:27][cH:28]1.[C:16](=[O:17])([OH:18])[O-:19].[CH3:29][C:30]([CH2:31][CH3:32])=[O:33].[K+:20].[OH:1][c:2]1[cH:3][cH:4][cH:5][n:6]2[c:7]1[n:8][c:9]1[c:10]([c:11]2=[O:12])[CH2:13][CH2:14][CH2:15]1>>[O:1]([c:2]1[cH:3][cH:4][cH:5][n:6]2[c:7]1[n:8][c:9]1[c:10]([c:11]2=[O:12])[CH2:13][CH2:14][CH2:15]1)[CH2:22][c:23]1[cH:24][cH:25][cH:26][cH:27][cH:28]1. Starting materials: 2-methylsuccinic acid 1-ethylester 4-diethylamide, C(C)N(C(\C=C\C)=O)CC (crotonic acid diethylamide), C(C)O (ethanol), [H][H] (hydrogen), dicarboxylic acid, C(C)N(C(\C=C\C)=O)CC (crotonic acid diethylamide), C5. Solvent: N1=CC=CC=C1 (pyridine). Product: C(C)N(C(CCC)=O)CC (butyric acid diethylamide), C(C)N(C(CC=C)=O)CC (but-3-enoic acid diethylamide). Reaction SMILES: [CH2:1]([N:3]([CH2:9][CH3:10])[C:4](=[O:8])/[CH:5]=[CH:6]/[CH3:7])[CH3:2].C(O)C.[H][H]>N1C=CC=CC=1>[CH2:1]([N:3]([CH2:9][CH3:10])[C:4](=[O:8])[CH2:5][CH2:6][CH3:7])[CH3:2].[CH2:1]([N:3]([CH2:9][CH3:10])[C:4](=[O:8])[CH2:5][CH:6]=[CH2:7])[CH3:2]. Procedure: 56.5 g of crotonic acid diethylamide 36.9 g of ethanol, 1.27 g of pyridine and 2.74 g of Co2 (CO)8 are reacted analogously to Example 1 for 1.5 hours at 170° C. under a carbon monoxide pressure of 150 bar (+approx. 2% by volume of hydrogen). Analysis showed that 99.6 mol % of the crotonic acid diethylamide had reacted. Relative to this, C5 -dicarboxylic acid derivatives containing mixed derivative groups had been formed at a selectivity of conversion of 97.4 mol %; 2-methylsuccinic acid 1-ethyle... The reactants are COC(=O)CNc1ccc(Cn2cc(-c3ccc(Cl)cc3Cl)nc2Cc2ccc(Br)cc2)cc1, CCC(C)c1ccc(B(O)O)cc1. The product is CCC(C)c1ccc(-c2ccc(Cc3nc(-c4ccc(Cl)cc4Cl)cn3Cc3ccc(NCC(=O)OC)cc3)cc2)cc1. As a reaction SMILES: [CH3:1][O:2][C:3]([CH2:4][NH:5][c:6]1[cH:7][cH:8][c:9]([CH2:12][n:13]2[c:14]([CH2:26][c:27]3[cH:28][cH:29][c:30]([Br:33])[cH:31][cH:32]3)[n:15][c:16](-[c:18]3[c:19]([Cl:25])[cH:20][c:21]([Cl:24])[cH:22][cH:23]3)[cH:17]2)[cH:10][cH:11]1)=[O:34].[CH:35]([CH3:36])([CH2:37][CH3:38])[c:39]1[cH:40][cH:41][c:42]([B:45]([OH:46])[OH:47])[cH:43][cH:44]1>>[CH3:1][O:2][C:3]([CH2:4][NH:5][c:6]1[cH:7][cH:8][c:9]([CH2:12][n:13]2[c:14]([CH2:26][c:27]3[cH:28][cH:29][c:30](-[c:42]4[cH:41][cH:40][c:39]([CH:35]([CH3:36])[CH2:37][CH3:38])[cH:44][cH:43]4)[cH:31][cH:32]3)[n:15][c:16](-[c:18]3[c:19]([Cl:25])[cH:20][c:21]([Cl:24])[cH:22][cH:23]3)[cH:17]2)[cH:10][cH:11]1)=[O:34]. Reactants: N1(CCNCC1)CCO (2-(1-piperazinyl)ethanol), FC1=CC=C(CCl)C=C1 (p-fluorobenzyl chloride). Product: FC1=CC=C(CN2CCN(CC2)CCO)C=C1 (2-(4-p-Fluorobenzyl-1-piperazinyl)ethanol). Reaction SMILES: [N:1]1([CH2:7][CH2:8][OH:9])[CH2:6][CH2:5][NH:4][CH2:3][CH2:2]1.[F:10][C:11]1[CH:18]=[CH:17][C:14]([CH2:15]Cl)=[CH:13][CH:12]=1>>[F:10][C:11]1[CH:18]=[CH:17][C:14]([CH2:15][N:4]2[CH2:5][CH2:6][N:1]([CH2:7][CH2:8][OH:9])[CH2:2][CH2:3]2)=[CH:13][CH:12]=1. Procedure: The title compound was synthesized by using 2-(1-piperazinyl)ethanol and p-fluorobenzyl chloride according to the same process as in Preparation Example 4. Reactants: ClC1=CC(=NC=2N1N=CC2)NC(C2=CC=C(C=C2)C(C)(C)O)=O (N-(7-chloropyrazolo[1,5-a]pyrimidin-5-yl)-4-(2-hydroxypropan-2-yl)benzamide), CN([C@@H]1CNCC1)C ((S)-N,N-dimethylpyrrolidin-3-amine). The reagents and catalysts are CS(=O)C (DMSO). The solvent is CN1CCCC1=O (NMP), CO (methanol). The product is CN([C@@H]1CN(CC1)C1=CC(=NC=2N1N=CC2)NC(C2=CC=C(C=C2)C(C)(C)O)=O)C ((S)-N-(7-(3-(dimethylamino)pyrrolidin-1-yl)pyrazolo[1,5-a]pyrimidin-5-yl)-4-(2-hydroxypropan-2-yl)benzamide). The yield is 97.3%. Reaction SMILES: Cl[C:2]1[N:7]2[N:8]=[CH:9][CH:10]=[C:6]2[N:5]=[C:4]([NH:11][C:12](=[O:23])[C:13]2[CH:18]=[CH:17][C:16]([C:19]([OH:22])([CH3:21])[CH3:20])=[CH:15][CH:14]=2)[CH:3]=1.[CH3:24][N:25]([CH3:31])[C@H:26]1[CH2:30][CH2:29][NH:28][CH2:27]1>CN1C(=O)CCC1.CS(C)=O.CO>[CH3:24][N:25]([CH3:31])[C@H:26]1[CH2:30][CH2:29][N:28]([C:2]2[N:7]3[N:8]=[CH:9][CH:10]=[C:6]3[N:5]=[C:4]([NH:11][C:12](=[O:23])[C:13]3[CH:18]=[CH:17][C:16]([C:19]([OH:22])([CH3:21])[CH3:20])=[CH:15][CH:14]=3)[CH:3]=2)[CH2:27]1. Procedure details: A solution of N-(7-chloropyrazolo[1,5-a]pyrimidin-5-yl)-4-(2-hydroxypropan-2-yl)benzamide (2D, 50 mg, 0.151 mmol) and (S)-N,N-dimethylpyrrolidin-3-amine (34 mg, 0.302 mmol) in NMP (0.950 mL) was stirred at 85° C. overnight. After cooling to room temperature, the mixture was diluted with a few drops of DMSO and methanol, and was then purified by preparatory HPLC, 10-35% (MeCN/H2O gradient+0.01% TFA). Lyophilization of the combined fractions gave the titled compound as a white solid (60 mg, 97%). ... Starting materials: CC1=[N+](C=CC(=C1)C)[O-] (2,4-Dimethylpyridine N-Oxide), CC(=O)OC(=O)C (Ac2O), C(C)(=O)OC(C)=O (acetic anhydride). Reaction conditions: temperature 110 celsius, time 15 minute. The product is C(C)(=O)OCC1=NC=CC=C1 (2-[(acetyloxy)-methyl]pyridine). Reaction SMILES: [CH3:1][C:2]1[CH:7]=[C:6](C)[CH:5]=[CH:4][N+:3]=1[O-].[CH3:10][C:11]([O:13]C(C)=O)=[O:12]>>[C:11]([O:13][CH2:1][C:2]1[CH:7]=[CH:6][CH:5]=[CH:4][N:3]=1)(=[O:12])[CH3:10]. Procedure details: Compound 2,4-Dimethylpyridine N-Oxide (4.47 g, 36.3 mmol) was dissolved in Ac2O (11 mL) and added dropwise to acetic anhydride (108 mL) heated to 110° C. The resulting solution was stirred at 110° C. for 1 hour and 15 minutes. Excess reagent was evaporated leaving the corresponding 2-[(acetyloxy)-methyl]pyridine which was used without further purification. To a solution of the protected alcohol in MeOH (5 mL) was added NaOH 2N (15 mL) at room temperature. The mixture was stirred at room temperat... Reactants: CO (methanol), C1(=CC=CC=C1)NC=1OC2=C(N1)C=CC(=C2)CC(=O)OC (methyl 2-phenylaminobenzoxazol-6-acetate), [OH-].[Na+] (NaOH). The solvent is O1CCCC1 (tetrahydrofuran), C1CCOC1 (THF). Yields the product C1(=CC=CC=C1)NC=1OC2=C(N1)C=CC(=C2)CC(=O)O (2-phenylaminobenzoxazol-6-acetic acid). The yield is 79.6%. RXN SMILES: CO.[C:3]1([NH:9][C:10]2[O:11][C:12]3[CH:18]=[C:17]([CH2:19][C:20]([O:22]C)=[O:21])[CH:16]=[CH:15][C:13]=3[N:14]=2)[CH:8]=[CH:7][CH:6]=[CH:5][CH:4]=1.[OH-].[Na+]>O1CCCC1>[C:3]1([NH:9][C:10]2[O:11][C:12]3[CH:18]=[C:17]([CH2:19][C:20]([OH:22])=[O:21])[CH:16]=[CH:15][C:13]=3[N:14]=2)[CH:4]=[CH:5][CH:6]=[CH:7][CH:8]=1 |f:2.3|. Procedure: In tetrahydrofuran (which will hereinafter be abbreviated as “THF”) (2 ml) and methanol (2 ml) was dissolved methyl 2-phenylaminobenzoxazol-6-acetate (460 mg, 1.63 mmol), followed by the addition of 1N NaOH (3.3 ml) under stirring at room temperature. After further stirring overnight at room temperature, the reaction mixture was concentrated into a small volume. The concentrate was acidified with acetic acid. The crystals thus obtained were collected by filtration, washed with water and then dri...